This data is from the Open Reaction Database (ORD), a public repository of structured organic reaction records. The task is: describe an organic reaction: reactants, conditions, products, and yield Starting materials: BrC1=CC(=CC=C1)C#CCCF (1-bromo-3-(4-fluorobut-1-ynyl)benzene), CO (MeOH), OS(=O)(=O)O (H2SO4). The reagents and catalysts are [CH3-].C1=CC=C(C=C1)P(C2=CC=CC=C2)C3=CC=CC=C3.[Au+] (methyl(triphenylphosphine)gold (I)). Solvent: O (H2O). Conditions: temperature 72 celsius. Product: BrC=1C=C(C=CC1)C(CCCF)=O (1-(3-bromophenyl)-4-fluorobutan-1-one). Yield: 40.0%. As a reaction SMILES: [Br:1][C:2]1[CH:7]=[CH:6][CH:5]=[C:4]([C:8]#[C:9][CH2:10][CH2:11][F:12])[CH:3]=1.CO.[OH:15]S(O)(=O)=O>[CH3-].C1C=CC(P(C2C=CC=CC=2)C2C=CC=CC=2)=CC=1.[Au+].O>[Br:1][C:2]1[CH:3]=[C:4]([C:8](=[O:15])[CH2:9][CH2:10][CH2:11][F:12])[CH:5]=[CH:6][CH:7]=1 |f:3.4.5|. Procedure: A mixture of 0.2 gm (0.89 mmol) of 1-bromo-3-(4-fluorobut-1-ynyl)benzene, 2 mL of MeOH, 1 mg of methyl(triphenylphosphine)gold (I), 25 μL of conc. H2SO4 and 0.44 mL of H2O was placed in a sealed tube, flushed with argon, heated to 72° C. for 2 h and was cooled. The reaction mixture was diluted with EtOAc, washed sequentially with water and brine, dried over Na2SO4 and concentrated under reduced pressure. Chromatography of the concentrate on silica gel with a gradient of 0% to 20% EtOAc-hexanes g... Reactants: C(#N)[BH3-].[Na+] (sodium cyanoborohydride), C(=O)C1=CC2=C(NC(=N2)[C@H]2N(CCC2)C(=O)OC(C)(C)C)C=C1 ((S)-tert-butyl 2-(5-formyl-1H-benzo[d]imidazol-2-yl)pyrrolidine-1-carboxylate), FC1=CC=C(N)C=C1 (4-fluoroaniline), CC(=O)O (AcOH). Solvent: CO (MeOH). Run at time 8 hour. Yields the product FC1=CC=C(C=C1)NCC1=CC2=C(NC(=N2)[C@H]2N(CCC2)C(=O)OC(C)(C)C)C=C1 ((S)-tert-butyl 2-(5-((4-fluorophenylamino)methyl)-1H-benzo[d]imidazol-2-yl)pyrrolidine-1-carboxylate). The yield is 99.9%. As a reaction SMILES: [CH:1]([C:3]1[CH:23]=[CH:22][C:6]2[NH:7][C:8]([C@@H:10]3[CH2:14][CH2:13][CH2:12][N:11]3[C:15]([O:17][C:18]([CH3:21])([CH3:20])[CH3:19])=[O:16])=[N:9][C:5]=2[CH:4]=1)=O.[F:24][C:25]1[CH:31]=[CH:30][C:28]([NH2:29])=[CH:27][CH:26]=1.CC(O)=O.C([BH3-])#N.[Na+]>CO>[F:24][C:25]1[CH:31]=[CH:30][C:28]([NH:29][CH2:1][C:3]2[CH:23]=[CH:22][C:6]3[NH:7][C:8]([C@@H:10]4[CH2:14][CH2:13][CH2:12][N:11]4[C:15]([O:17][C:18]([CH3:21])([CH3:20])[CH3:19])=[O:16])=[N:9][C:5]=3[CH:4]=2)=[CH:27][CH:26]=1 |f:3.4|. Reported procedure: To a mixture of the product from Example 95A (1.0 g, 3.17 mmol), 4-fluoroaniline (304 μL, 3.17 mmol) and AcOH (150 μL) in MeOH (30 mL) was added sodium cyanoborohydride (199 mg, 3.17 mmol). The mixture was stirred at rt overnight, and was then quenched with aqueous 1N HCl followed by stirring for 5 minutes. A few drops of aqueous NH4OH were added, and the mixture was diluted with EtOAc and washed with saturated aq. NaHCO3, H2O, and brine. The organic layer was dried (MgSO4), filtered and concent... Starting materials: BrC1=C(C=CC=C1)CC(=O)O (2-(2-bromophenyl)acetic acid), N1CCCC1 (pyrrolidine). The reagents and catalysts are C(C)(=O)[O-].[Cu+2].C(C)(=O)[O-] (copper acetate). Conditions: temperature 90 celsius. Yields the product N1(CCCC1)C1=C(C=CC=C1)CC(=O)O (2-[2-(1-Pyrrolidinyl)phenyl]acetic acid). As a reaction SMILES: Br[C:2]1[CH:7]=[CH:6][CH:5]=[CH:4][C:3]=1[CH2:8][C:9]([OH:11])=[O:10].[NH:12]1[CH2:16][CH2:15][CH2:14][CH2:13]1>C([O-])(=O)C.[Cu+2].C([O-])(=O)C>[N:12]1([C:2]2[CH:7]=[CH:6][CH:5]=[CH:4][C:3]=2[CH2:8][C:9]([OH:11])=[O:10])[CH2:16][CH2:15][CH2:14][CH2:13]1 |f:2.3.4|. Procedure: A mixture of 2-(2-bromophenyl)acetic acid (10.7 g), pyrrolidine (20 cc) and copper acetate (1.66 g) is heated for 2 hours, with stirring, at 90° C.; after returning to ambient temperature, the reaction mixture is concentrated to dryness under reduced pressure (2.7 kPa). The residue is chromatographed on a silica gel column (0.2-0.063 mm, diameter 5 cm, height 55 cm), eluting with 1,2-dichloroethane (1,000 cc) and then with mixtures of 1,2-dichloroethane and methanol [(proportions by volume): 1,0... Starting materials: BrCCN1N=C(C=C1CBr)[N+](=O)[O-] (1-(2-bromoethyl)-5-(bromomethyl)-3-nitro-1H-pyrazole), C(C)N (ethylamine). The solvent is C1CCOC1 (THF). Run at time 12 hour. Yields the product C(C)N1CC=2N(CC1)N=C(C2)[N+](=O)[O-] (5-ethyl-2-nitro-4,5,6,7-tetrahydro-pyrazolo[1,5-a]pyrazine). Isolated yield 97.2%. As a reaction SMILES: Br[CH2:2][CH2:3][N:4]1[C:8]([CH2:9]Br)=[CH:7][C:6]([N+:11]([O-:13])=[O:12])=[N:5]1.[CH2:14]([NH2:16])[CH3:15]>C1COCC1>[CH2:14]([N:16]1[CH2:2][CH2:3][N:4]2[N:5]=[C:6]([N+:11]([O-:13])=[O:12])[CH:7]=[C:8]2[CH2:9]1)[CH3:15]. Reported procedure: In a 100 mL round-bottomed flask, 1-(2-bromoethyl)-5-(bromomethyl)-3-nitro-1H-pyrazole (0.7 g, 2.24 mmol, Eq: 1.00) was combined with THF (25 ml) to give a light yellow solution. To this ethylamine (7.83 ml of 2M in THF, 15.7 mmol, Eq: 7) was added dropwise and the reaction mixture was stirred at ambient temperature for 12 hr. The reaction mixture was concentrated and the resulting solid was stirred with a mixture of EtOAc (250 mL) and 10% aqueous K2CO3 (200 mL). The layers were separated and aq... Reactants: Cl.NC=1C2=C(NS(N1)(=O)=O)C=CC=C2OC[C@@H]2[NH2+]CCCC2 ((R)-2-(((4-amino-2,2-dioxido-1H-benzo[c][1,2,6]thiadiazin-5-yl)oxy)methyl)piperidinium hydrochloride), OC1=C(C(=O)O)C=CN=C1 (3-hydroxyisonicotinic acid). Yields the product NC=1C2=C(NS(N1)(=O)=O)C=CC=C2OC[C@@H]2N(CCCC2)CC2=C(C=NC=C2)O ((R)-(2-(((4-amino-2,2-dioxido-1H-benzo[c][1,2,6]thiadiazin-5-yl)oxy)methyl)piperidin-1-yl)(3-hydroxypyridin-4-yl)methan). As a reaction SMILES: Cl.[NH2:2][C:3]1[C:4]2[C:14]([O:15][CH2:16][C@H:17]3[CH2:22][CH2:21][CH2:20][CH2:19][NH2+:18]3)=[CH:13][CH:12]=[CH:11][C:5]=2[NH:6][S:7](=[O:10])(=[O:9])[N:8]=1.[OH:23][C:24]1[CH:32]=[N:31][CH:30]=[CH:29][C:25]=1[C:26](O)=O>>[NH2:2][C:3]1[C:4]2[C:14]([O:15][CH2:16][C@H:17]3[CH2:22][CH2:21][CH2:20][CH2:19][N:18]3[CH2:26][C:25]3[CH:29]=[CH:30][N:31]=[CH:32][C:24]=3[OH:23])=[CH:13][CH:12]=[CH:11][C:5]=2[NH:6][S:7](=[O:9])(=[O:10])[N:8]=1 |f:0.1|. Procedure: Prepared as in Example 15 from (R)-2-(((4-amino-2,2-dioxido-1H-benzo[c][1,2,6]thiadiazin-5-yl)oxy)methyl)piperidinium hydrochloride (Example 15a) and 3-hydroxyisonicotinic acid. 1H NMR (400 MHz, DMSO-d6) δ 1.45 (m, 1H), 1.52-1.74 (m, 4H), 1.84 (m, 1H), 3.19 (m, 2H), 4.18 (dd, 1H, J=10.2, 4.0 Hz), 4.64 (t, 1H, J=10.0 Hz), 5.25 (m, 1H), 6.61 (d, 1H, J=8.2 Hz), 6.87 (d, 1H, J=8.2 Hz), 7.08 (d, 1H, J=5.5 Hz), 7.46 (t, 1H, J=8.2 Hz), 7.84 (br s, 1H), 8.07 (d, 1H, J=5.5 Hz), 8.19 (s, 1H), 8.29 (br s, ... Starting materials: BrC=1C2=CC=CC=C2C(=C2C=CC=CC12)Br (9,10-dibromo-anthracene), C(=O)C1=C(C=CC=C1)B(O)O (2-formylbenzeneboronic acid), C([O-])([O-])=O.[Na+].[Na+] (sodium carbonate), formyl, C(C)O (ethanol). Reagents/catalysts: C1(=CC=CC=C1)P(C1=CC=CC=C1)(C1=CC=CC=C1)[Pd-4](P(C1=CC=CC=C1)(C1=CC=CC=C1)C1=CC=CC=C1)(P(C1=CC=CC=C1)(C1=CC=CC=C1)C1=CC=CC=C1)P(C1=CC=CC=C1)(C1=CC=CC=C1)C1=CC=CC=C1 (tetrakistriphenylphosphinopalladium(0)). Solvent: C(Cl)(Cl)Cl (chloroform), C1(=CC=CC=C1)C (toluene), O (water). Run at time 1 hour. Product: C(=O)C1=C(C=CC=C1)C=1C2=CC=CC=C2C(=C2C=CC=CC12)C1=C(C=CC=C1)C=O (9,10-Bis(2-formylphenyl)anthracene). Reaction SMILES: Br[C:2]1[C:3]2[C:8]([C:9](Br)=[C:10]3[C:15]=1[CH:14]=[CH:13][CH:12]=[CH:11]3)=[CH:7][CH:6]=[CH:5][CH:4]=2.[CH:17]([C:19]1[CH:24]=[CH:23][CH:22]=[CH:21][C:20]=1B(O)O)=[O:18].[C:28](=[O:31])([O-])[O-].[Na+].[Na+].[CH2:34](O)[CH3:35]>C1(C)C=CC=CC=1.C(Cl)(Cl)Cl.C1(P([Pd-4](P(C2C=CC=CC=2)(C2C=CC=CC=2)C2C=CC=CC=2)(P(C2C=CC=CC=2)(C2C=CC=CC=2)C2C=CC=CC=2)P(C2C=CC=CC=2)(C2C=CC=CC=2)C2C=CC=CC=2)(C2C=CC=CC=2)C2C=CC=CC=2)C=CC=CC=1.O>[CH:17]([C:19]1[CH:24]=[CH:23][CH:22]=[CH:21][C:20]=1[C:2]1[C:3]2[C:8]([C:9]([C:35]3[CH:34]=[CH:14][CH:15]=[CH:2][C:3]=3[CH:28]=[O:31])=[C:10]3[C:15]=1[CH:14]=[CH:13][CH:12]=[CH:11]3)=[CH:7][CH:6]=[CH:5][CH:4]=2)=[O:18] |f:2.3.4|. Procedure details: 2.3 g (2 mmol) of tetrakistriphenylphosphinopalladium(0) are added to a well-stirred, degassed suspension of 33.6 g (100 mmol) of 9,10-dibromo-anthracene, 45.0 g (300 mmol) of 2-formylbenzeneboronic acid and 55.1 g (520 mmol) of sodium carbonate in a mixture of 500 ml of toluene, 150 ml of ethanol and 400 ml of water, and the mixture is refluxed for 60 h. After cooling, the organic phase is separated off, washed three times with 500 ml of water and once with 500 ml of saturated, aqueous sodium c... The reactants are C(C)(C)NC(C)C (diisopropylamine), [Li]CCCC (n-BuLi), C(C)(=O)C1=CC=CC=C1 (acetophenone), C(C)(C)C1=C(C(=CC=C1)C(C)C)N=C=O (2,6-diisopropylphenyl isocyanate). Run in CCOCC (ether), CCOCC (ether), CCOCC (ether), CCOCC (Et2O). Conditions: temperature -78 celsius, time 5 minute. Yields the product CC(C)C1=C(C(=CC=C1)C(C)C)NC(CC(C1=CC=CC=C1)=O)=O (N-[2,6-bis(1-methylethyl)phenyl]-β-oxo-benzenepropanamide). Isolated yield 54.0%. RXN SMILES: C(NC(C)C)(C)C.[Li]CCCC.[C:13]([C:16]1[CH:21]=[CH:20][CH:19]=[CH:18][CH:17]=1)(=[O:15])[CH3:14].[CH:22]([C:25]1[CH:30]=[CH:29][CH:28]=[C:27]([CH:31]([CH3:33])[CH3:32])[C:26]=1[N:34]=[C:35]=[O:36])([CH3:24])[CH3:23]>CCOCC>[CH3:24][CH:22]([C:25]1[CH:30]=[CH:29][CH:28]=[C:27]([CH:31]([CH3:32])[CH3:33])[C:26]=1[NH:34][C:35](=[O:36])[CH2:14][C:13](=[O:15])[C:16]1[CH:21]=[CH:20][CH:19]=[CH:18][CH:17]=1)[CH3:23]. Procedure: To a cooled (-78° C.) solution of diisopropylamine (2.48 g, 0.024 mol) in 100 mL ether, n-BuLi (0.024 mol) was added dropwise followed by 50 mL ether. After stirring for 5 minutes at -78° C. under a nitrogen atmosphere, a solution of acetophenone (2.95 g, 0.024 mol) in 25 mL ether was added dropwise and the resulting solution was stirred for 20 minutes at -78° C. A solution of 2,6-diisopropylphenyl isocyanate in 25 ML Et2O was then added dropwise and the reaction mixture was allowed to gradually... Starting materials: CCOc1cc2c(c3c1OC(C)(C)C3)C(c1ccccc1)NC(C)(C)C2, CO, O, OO. Yields the product CCOc1cc2c(c3c1OC(C)(C)C3)C(c1ccccc1)=[N+]([O-])C(C)(C)C2. Reaction SMILES: [CH2:1]([CH3:2])[O:3][c:4]1[cH:5][c:6]2[c:11]([c:12]3[c:13]1[O:14][C:15]([CH3:17])([CH3:18])[CH2:16]3)[CH:10]([c:19]1[cH:20][cH:21][cH:22][cH:23][cH:24]1)[NH:9][C:8]([CH3:25])([CH3:26])[CH2:7]2.[CH3:30][OH:31].[OH2:29].[OH:27][OH:28]>>[CH2:1]([CH3:2])[O:3][c:4]1[cH:5][c:6]2[c:11]([c:12]3[c:13]1[O:14][C:15]([CH3:17])([CH3:18])[CH2:16]3)[C:10]([c:19]1[cH:20][cH:21][cH:22][cH:23][cH:24]1)=[N+:9]([O-:27])[C:8]([CH3:25])([CH3:26])[CH2:7]2. Reactants: C(C1=CC=CC=C1)(=O)NC1=C(C(=O)OC(C)(C)C)C=CC(=C1)C1=CC=C(C=C1)O (tert-butyl 2-(benzamido)-4-(4-hydroxyphenyl)benzoate). The solvent is FC(C(=O)O)(F)F (trifluoroacetic acid). Run at time 1 hour. Product: C(C1=CC=CC=C1)(=O)NC1=C(C(=O)O)C=CC(=C1)C1=CC=C(C=C1)O (2-(benzamido)-4-(4-hydroxyphenyl)benzoic acid). Reaction SMILES: [C:1]([NH:9][C:10]1[CH:22]=[C:21]([C:23]2[CH:28]=[CH:27][C:26]([OH:29])=[CH:25][CH:24]=2)[CH:20]=[CH:19][C:11]=1[C:12]([O:14]C(C)(C)C)=[O:13])(=[O:8])[C:2]1[CH:7]=[CH:6][CH:5]=[CH:4][CH:3]=1>FC(F)(F)C(O)=O>[C:1]([NH:9][C:10]1[CH:22]=[C:21]([C:23]2[CH:24]=[CH:25][C:26]([OH:29])=[CH:27][CH:28]=2)[CH:20]=[CH:19][C:11]=1[C:12]([OH:14])=[O:13])(=[O:8])[C:2]1[CH:3]=[CH:4][CH:5]=[CH:6][CH:7]=1. Procedure details: 10 mL of trifluoroacetic acid was added to the obtained tert-butyl 2-(benzamido)-4-(4-hydroxyphenyl)benzoate and stirred at room temperature for 1 hour. The solvent was evaporated under reduced pressure and the obtained residue was purified with reversed-phase silica gel column chromatography [eluent; 55-90% acetonitrile /0.1% trifluoroacetic acid aqueous solution] to obtain 1.9 mg of 2-(benzamido)-4-(4-hydroxyphenyl)benzoic acid as while solid.